This data is from the Open Reaction Database (ORD), a public repository of structured organic reaction records. The task is: describe an organic reaction: reactants, conditions, products, and yield Reaction SMILES: C([O:3][C:4](=[O:25])[C:5]([OH:24])([C:20]([F:23])([F:22])[F:21])[CH2:6][C:7]([C:10]1[CH:15]=[C:14]([F:16])[CH:13]=[CH:12][C:11]=1[N+:17]([O-:19])=[O:18])([CH3:9])[CH3:8])C>C(O)C>[F:16][C:14]1[CH:13]=[CH:12][C:11]([N+:17]([O-:19])=[O:18])=[C:10]([C:7]([CH3:9])([CH3:8])[CH2:6][C:5]([OH:24])([C:20]([F:22])([F:23])[F:21])[C:4]([OH:25])=[O:3])[CH:15]=1. Reaction conditions: time 2 day. Reactants: C(C)OC(C(CC(C)(C)C1=C(C=CC(=C1)F)[N+](=O)[O-])(C(F)(F)F)O)=O (4-(5-fluoro-2-nitrophenyl)-2-hydroxy-4-methyl-2-trifluoromethylvaleric acid-ethyl ester). Solvent: C(C)O (ethanol). Procedure details: 2.4 g of 4-(5-fluoro-2-nitrophenyl)-2-hydroxy-4-methyl-2-trifluoromethylvaleric acid-ethyl ester is dissolved in 30 ml of ethanol and purified with 60 ml of 1 M sodium hydroxide solution. After 2 days at room temperature, it is concentrated by evaporation, the residue is dissolved in water, acidified at 0° C. and extracted with ethyl acetate. The ethyl acetate phase is washed neutral with water, dried (Na2SO4) and concentrated by evaporation. After crystallization from diisopropyl ether, 4-(5-fl... The product is FC=1C=CC(=C(C1)C(CC(C(=O)O)(C(F)(F)F)O)(C)C)[N+](=O)[O-] (4-(5-Fluoro-2-nitrophenyl)-2-hydroxy-4-methyl-2-trifluoromethylvaleric acid). Reactants: 4A, CC=1C=C(C=CC1C)B(O)O ((3,4-dimethylphenyl)boronic acid), O=S1(N=C2N(CC1)CCC[C@H]2C2=CC=C(C=C2)O)=O (4-[(9S)-2,2-dioxido-3,4,6,7,8,9-hexahydropyrido[2,1-c][1,2,4]thiadiazin-9-yl]phenol), N1=CC=CC=C1 (pyridine), C([O-])([O-])=O.[Cs+].[Cs+] (cesium carbonate). Reagents/catalysts: C(C)(=O)O[Cu]OC(C)=O (diacetoxycopper). Solvent: CC#N (MeCN). Reaction conditions: time 8 hour. The product is CC=1C=C(OC2=CC=C(C=C2)[C@@H]2CCCN3C2=NS(CC3)(=O)=O)C=CC1C ((9S)-9-[4-(3,4-dimethylphenoxy)phenyl]-3,4,6,7,8,9-hexahydropyrido[2,1-c][1,2,4]thiadiazine 2,2-dioxide). Yield: 5.8%. RXN SMILES: [CH3:1][C:2]1[CH:3]=[C:4](B(O)O)[CH:5]=[CH:6][C:7]=1[CH3:8].[O:12]=[S:13]1(=[O:30])[CH2:18][CH2:17][N:16]2[CH2:19][CH2:20][CH2:21][C@@H:22]([C:23]3[CH:28]=[CH:27][C:26]([OH:29])=[CH:25][CH:24]=3)[C:15]2=[N:14]1.N1C=CC=CC=1.C(=O)([O-])[O-].[Cs+].[Cs+]>CC#N.C(O[Cu]OC(=O)C)(=O)C>[CH3:1][C:2]1[CH:3]=[C:4]([CH:5]=[CH:6][C:7]=1[CH3:8])[O:29][C:26]1[CH:25]=[CH:24][C:23]([C@H:22]2[C:15]3=[N:14][S:13](=[O:30])(=[O:12])[CH2:18][CH2:17][N:16]3[CH2:19][CH2:20][CH2:21]2)=[CH:28][CH:27]=1 |f:3.4.5|. Procedure: A mixture of (3,4-dimethylphenyl)boronic acid (802 mg), 4-[(9S)-2,2-dioxido-3,4,6,7,8,9-hexahydropyrido[2,1-c][1,2,4]thiadiazin-9-yl]phenol (500 mg), pyridine (3.60 mL), cesium carbonate (581 mg), diacetoxycopper (648 mg) and powdered 4A MS (5.00 g) in MeCN (18 mL) was stirred at room temperature overnight. The mixture was added with NH silica gel, concentrated in vacuo, and purified by column chromatography (NH silica gel, eluted with MeOH in EtOAc) then recrystallized from EtOAc to give the ti... Reactants: CI, CC(NC(=O)Cc1cc(F)cc(F)c1)C(=O)NC1C(=O)Nc2ccccc2SC1c1cc(F)cc(F)c1, [H-], [Na+], CN(C)C=O. Yields the product CC(NC(=O)Cc1cc(F)cc(F)c1)C(=O)NC1C(=O)N(C)c2ccccc2SC1c1cc(F)cc(F)c1. RXN SMILES: [CH3:40][I:41].[F:1][c:2]1[cH:3][c:4]([CH2:9][C:10](=[O:11])[NH:12][CH:13]([CH3:14])[C:15](=[O:16])[NH:17][CH:18]2[CH:19]([c:30]3[cH:31][c:32]([F:37])[cH:33][c:34]([F:36])[cH:35]3)[S:20][c:21]3[c:22]([cH:26][cH:27][cH:28][cH:29]3)[NH:23][C:24]2=[O:25])[cH:5][c:6]([F:8])[cH:7]1.[H-:39].[Na+:38].[O:42]=[CH:43][N:44]([CH3:45])[CH3:46]>>[F:1][c:2]1[cH:3][c:4]([CH2:9][C:10](=[O:11])[NH:12][CH:13]([CH3:14])[C:15](=[O:16])[NH:17][CH:18]2[CH:19]([c:30]3[cH:31][c:32]([F:37])[cH:33][c:34]([F:36])[cH:35]3)[S:20][c:21]3[c:22]([cH:26][cH:27][cH:28][cH:29]3)[N:23]([CH3:40])[C:24]2=[O:25])[cH:5][c:6]([F:8])[cH:7]1. Reactants: CCO, Cc1c(Cc2cccnc2)sc2ccc(C#N)cc12, [Na+], [OH-], O, OO. Yields the product Cc1c(Cc2cccnc2)sc2ccc(C(N)=O)cc12. Reaction SMILES: [CH3:25][CH2:26][OH:27].[CH3:3][c:4]1[c:5]2[c:6]([s:7][c:8]1[CH2:9][c:10]1[cH:11][n:12][cH:13][cH:14][cH:15]1)[cH:16][cH:17][c:18]([C:20]#[N:21])[cH:19]2.[Na+:23].[OH-:22].[OH2:24].[OH:1][OH:2]>>[O:1]=[C:20]([c:18]1[cH:17][cH:16][c:6]2[c:5]([c:4]([CH3:3])[c:8]([CH2:9][c:10]3[cH:11][n:12][cH:13][cH:14][cH:15]3)[s:7]2)[cH:19]1)[NH2:21]. Reactants: NC=1C=CC=2N(N1)C(=C(N2)C2=CC=C(C=C2)C2(CCC2)NC(OC(C)(C)C)=O)C2=CC=CC=C2 (tert-butyl {1-[4-(6-amino-3-phenylimidazo[1,2-b]pyridazin-2-yl)phenyl]cyclobutyl}carbamate), C(C)(=O)OC(C)=O (acetic anhydride), N1=CC=CC=C1 (pyridine), C(C)(=O)OC(C)=O (acetic anhydride). Run in C(Cl)Cl (DCM). Run at time 24 hour. The product is C(C)(=O)NC=1C=CC=2N(N1)C(=C(N2)C2=CC=C(C=C2)C2(CCC2)NC(OC(C)(C)C)=O)C2=CC=CC=C2 (tert-butyl {1-[4-(6-acetamido-3-phenylimidazo[1,2-b]pyridazin-2-yl)phenyl]cyclobutyl}carbamate). Yield: 100.0%. RXN SMILES: [NH2:1][C:2]1[CH:3]=[CH:4][C:5]2[N:6]([C:8]([C:29]3[CH:34]=[CH:33][CH:32]=[CH:31][CH:30]=3)=[C:9]([C:11]3[CH:16]=[CH:15][C:14]([C:17]4([NH:21][C:22](=[O:28])[O:23][C:24]([CH3:27])([CH3:26])[CH3:25])[CH2:20][CH2:19][CH2:18]4)=[CH:13][CH:12]=3)[N:10]=2)[N:7]=1.N1C=CC=CC=1.[C:41](OC(=O)C)(=[O:43])[CH3:42]>C(Cl)Cl>[C:41]([NH:1][C:2]1[CH:3]=[CH:4][C:5]2[N:6]([C:8]([C:29]3[CH:30]=[CH:31][CH:32]=[CH:33][CH:34]=3)=[C:9]([C:11]3[CH:12]=[CH:13][C:14]([C:17]4([NH:21][C:22](=[O:28])[O:23][C:24]([CH3:27])([CH3:26])[CH3:25])[CH2:20][CH2:19][CH2:18]4)=[CH:15][CH:16]=3)[N:10]=2)[N:7]=1)(=[O:43])[CH3:42]. Reported procedure: To a solution of tert-butyl {1-[4-(6-amino-3-phenylimidazo[1,2-b]pyridazin-2-yl)phenyl]cyclobutyl}carbamate that was prepared in a manner analgous to that described for Intermediate Example Int-6.3 (0.10 g, 0.22 mmol) in DCM (4 mL) was added pyridine (0.036 mL, 0.44 mmol, 2 equiv) and acetic anhydride (0.027 mL, 0.29 mmol, 1.3 equiv). The reaction mixture was stirred for 24 h at room temperature, additional acetic anhydride (0.042 mL, 0.44 mmol, 2.0 equiv) was added and the reaction mixture was ... The reactants are N1CCNCC1 (piperazine), BrCCOC1=C(C=C(C=C1)F)F (4-(2-bromo-ethoxy)-1,3-difluoro benzene), C(=O)([O-])[O-].[K+].[K+] (K2CO3). The solvent is CC(CC)=O (butanone). The product is FC1=C(OCCN2CCNCC2)C=CC(=C1)F (1-[2-(2,4-difluoro-phenoxy)-ethyl]-piperazine). Isolated yield 73.0%. RXN SMILES: [NH:1]1[CH2:6][CH2:5][NH:4][CH2:3][CH2:2]1.Br[CH2:8][CH2:9][O:10][C:11]1[CH:16]=[CH:15][C:14]([F:17])=[CH:13][C:12]=1[F:18].C([O-])([O-])=O.[K+].[K+]>CC(=O)CC>[F:18][C:12]1[CH:13]=[C:14]([F:17])[CH:15]=[CH:16][C:11]=1[O:10][CH2:9][CH2:8][N:1]1[CH2:6][CH2:5][NH:4][CH2:3][CH2:2]1 |f:2.3.4|. Procedure: A mixture of piperazine (8.7 g, 101.26 mmol) in butanone (70 ml), 4-(2-bromo-ethoxy)-1,3-difluoro benzene (6.0 g, 25.31 mmol), anhydrous K2CO3 (3.5 g, 25.31 mmol) and KI (4.2 g, 25.31 mmol) was refluxed under nitrogen for 18 hours. The mixture was then cooled and filtered and the solvent removed in vacuo. The residue was dissolved in CH2Cl2 (200 ml) and washed with water (50 ml). Drying and removal of the solvent followed by chromatography (CH2Cl2:CH3OH:NH4OH 10:1) afforded desired product in 73... The reactants are CN(CC(=O)N(C)C(CN1CCCC1)c1ccc(Br)cc1)c1ccc(Cl)c(Cl)c1, O=C([O-])[O-], CCOC(C)=O, NC(=O)c1ccccc1B(O)O, [Na+], [Na+], CN(C)C=O, O. Product: CN(CC(=O)N(C)C(CN1CCCC1)c1ccc(-c2ccccc2C(N)=O)cc1)c1ccc(Cl)c(Cl)c1. RXN SMILES: [Br:1][c:2]1[cH:3][cH:4][c:5]([CH:8]([CH2:9][N:10]2[CH2:11][CH2:12][CH2:13][CH2:14]2)[N:15]([C:16]([CH2:17][N:18]([CH3:19])[c:20]2[cH:21][c:22]([Cl:27])[c:23]([Cl:26])[cH:24][cH:25]2)=[O:28])[CH3:29])[cH:6][cH:7]1.[C:42](=[O:43])([O-:44])[O-:45].[CH3:48][CH2:49][O:50][C:51](=[O:52])[CH3:53].[NH2:30][C:31](=[O:32])[c:33]1[c:34]([B:39]([OH:40])[OH:41])[cH:35][cH:36][cH:37][cH:38]1.[Na+:46].[Na+:47].[O:54]=[CH:55][N:56]([CH3:57])[CH3:58].[OH2:59]>>[c:2]1(-[c:34]2[c:33]([C:31]([NH2:30])=[O:32])[cH:38][cH:37][cH:36][cH:35]2)[cH:3][cH:4][c:5]([CH:8]([CH2:9][N:10]2[CH2:11][CH2:12][CH2:13][CH2:14]2)[N:15]([C:16]([CH2:17][N:18]([CH3:19])[c:20]2[cH:21][c:22]([Cl:27])[c:23]([Cl:26])[cH:24][cH:25]2)=[O:28])[CH3:29])[cH:6][cH:7]1.